This data is from the Open Reaction Database (ORD), a public repository of structured organic reaction records. The task is: describe an organic reaction: reactants, conditions, products, and yield Reactants: CCCC[Sn](CCCC)(CCCC)c1ncccn1, Cc1ccccc1, O=C(C=Cc1ccccc1)C=Cc1ccccc1, O=C(C=Cc1ccccc1)C=Cc1ccccc1, O=C(C=Cc1ccccc1)C=Cc1ccccc1, Cc1c(I)cc(C(=O)NCc2ccc(S(C)(=O)=O)cc2)c(=O)n1-c1cccc(C(F)(F)F)c1, [Pd], [Pd], c1ccc(P(c2ccccc2)c2ccccc2)cc1. Product: Cc1c(-c2ncccn2)cc(C(=O)NCc2ccc(S(C)(=O)=O)cc2)c(=O)n1-c1cccc(C(F)(F)F)c1. As a reaction SMILES: [CH2:34]([Sn:35]([CH2:36][CH2:37][CH2:38][CH3:45])([c:39]1[n:40][cH:41][cH:42][cH:43][n:44]1)[CH2:46][CH2:47][CH2:48][CH3:49])[CH2:50][CH2:51][CH3:52].[CH3:72][c:73]1[cH:74][cH:75][cH:76][cH:77][cH:78]1.[CH:117](=[CH:118][C:119]([CH:120]=[CH:121][c:122]1[cH:123][cH:124][cH:125][cH:126][cH:127]1)=[O:128])[c:129]1[cH:130][cH:131][cH:132][cH:133][cH:134]1.[CH:81](=[CH:82][C:83]([CH:84]=[CH:85][c:86]1[cH:87][cH:88][cH:89][cH:90][cH:91]1)=[O:92])[c:93]1[cH:94][cH:95][cH:96][cH:97][cH:98]1.[CH:99](=[CH:100][C:101]([CH:102]=[CH:103][c:104]1[cH:105][cH:106][cH:107][cH:108][cH:109]1)=[O:110])[c:111]1[cH:112][cH:113][cH:114][cH:115][cH:116]1.[I:1][c:2]1[cH:3][c:4]([C:20](=[O:21])[NH:22][CH2:23][c:24]2[cH:25][cH:26][c:27]([S:30](=[O:31])(=[O:32])[CH3:33])[cH:28][cH:29]2)[c:5](=[O:19])[n:6](-[c:9]2[cH:10][c:11]([C:15]([F:16])([F:17])[F:18])[cH:12][cH:13][cH:14]2)[c:7]1[CH3:8].[Pd:79].[Pd:80].[c:53]1([P:54]([c:55]2[cH:56][cH:57][cH:58][cH:59][cH:60]2)[c:61]2[cH:62][cH:63][cH:64][cH:65][cH:66]2)[cH:67][cH:68][cH:69][cH:70][cH:71]1>>[c:2]1(-[c:39]2[n:40][cH:41][cH:42][cH:43][n:44]2)[cH:3][c:4]([C:20](=[O:21])[NH:22][CH2:23][c:24]2[cH:25][cH:26][c:27]([S:30](=[O:31])(=[O:32])[CH3:33])[cH:28][cH:29]2)[c:5](=[O:19])[n:6](-[c:9]2[cH:10][c:11]([C:15]([F:16])([F:17])[F:18])[cH:12][cH:13][cH:14]2)[c:7]1[CH3:8]. Starting materials: CCOC(=O)CC(=O)OCC, CC[O-], CCOCC, CC[O-], O=C(Cl)c1cc(F)c(F)cc1F, [Mg+2]. Yields the product CCOC(=O)CC(=O)c1cc(F)c(F)cc1F. RXN SMILES: [C:8]([CH2:9][C:10]([O:12][CH2:11][CH3:13])=[O:14])(=[O:15])[O:16][CH2:17][CH3:18].[CH3:1][CH2:2][O-:3].[CH3:31][CH2:32][O:33][CH2:34][CH3:35].[CH3:5][CH2:6][O-:7].[F:19][c:20]1[c:21]([C:22]([Cl:23])=[O:24])[cH:25][c:26]([F:30])[c:27]([F:29])[cH:28]1.[Mg+2:4]>>[C:8]([CH2:9][C:10](=[O:12])[c:21]1[c:20]([F:19])[cH:28][c:27]([F:29])[c:26]([F:30])[cH:25]1)(=[O:15])[O:16][CH2:17][CH3:18]. The reactants are ClC1=C(CN2CCCCC2)C=CC(=C1)[N+](=O)[O-] (1-(2-chloro-4-nitrobenzyl)piperidine). Run in ClCCl.CO (dichloromethane methanol). Yields the product ClC=1C=C(C=CC1CN1CCCCC1)N (3-chloro-4-piperidin-1-ylmethylphenylamine). As a reaction SMILES: [Cl:1][C:2]1[CH:14]=[C:13]([N+:15]([O-])=O)[CH:12]=[CH:11][C:3]=1[CH2:4][N:5]1[CH2:10][CH2:9][CH2:8][CH2:7][CH2:6]1>ClCCl.CO>[Cl:1][C:2]1[CH:14]=[C:13]([NH2:15])[CH:12]=[CH:11][C:3]=1[CH2:4][N:5]1[CH2:6][CH2:7][CH2:8][CH2:9][CH2:10]1 |f:1.2|. Procedure: Prepared analogously to Example 3.1.b. from 1-(2-chloro-4-nitrobenzyl)piperidine. Yield: 1.88 g (90% of theory); C12H17ClN2 (M=224.73); calc.: molecular ion peak (M+H)+: 225/227 (Cl); found: molecular ion peak (M+H)+: 225/227 (Cl); Rf value: 0.2 (silica gel, dichloromethane/methanol (9:1)). Starting materials: [H-].[Na+] (NaH), BrC1=CC(=C(C(=C1)C)N1C=C(C2=C1N=C(N=C2N2CCC(CC2)CO)C)C)C ({1-[7-(4-Bromo-2,6-dimethylphenyl)-2,5-dimethyl-7H-pyrrolo[2,3-d]pyrimidin-4-yl]piperidin-4-yl}methanol), ClC(=O)OCC (ethyl chloroformate). Run in O1CCCC1 (tetrahydrofuran), O1CCCC1 (tetrahydrofuran). Reaction conditions: temperature 0 celsius. Yields the product C(C)OC(OCC1CCN(CC1)C=1C2=C(N=C(N1)C)N(C=C2C)C2=C(C=C(C=C2C)Br)C)=O (carbonic acid 1-[7-(4-bromo-2,6-dimethyl-phenyl)-2,5-dimethyl-7H-pyrrolo[2,3-d]pyrimidin-4-yl]-piperidin-4-ylmethyl ester ethyl ester). Yield: 27.5%. Reaction SMILES: [Br:1][C:2]1[CH:7]=[C:6]([CH3:8])[C:5]([N:9]2[C:13]3[N:14]=[C:15]([CH3:26])[N:16]=[C:17]([N:18]4[CH2:23][CH2:22][CH:21]([CH2:24][OH:25])[CH2:20][CH2:19]4)[C:12]=3[C:11]([CH3:27])=[CH:10]2)=[C:4]([CH3:28])[CH:3]=1.[H-].[Na+].Cl[C:32]([O:34][CH2:35][CH3:36])=[O:33]>O1CCCC1>[CH2:35]([O:34][C:32](=[O:33])[O:25][CH2:24][CH:21]1[CH2:22][CH2:23][N:18]([C:17]2[C:12]3[C:11]([CH3:27])=[CH:10][N:9]([C:5]4[C:6]([CH3:8])=[CH:7][C:2]([Br:1])=[CH:3][C:4]=4[CH3:28])[C:13]=3[N:14]=[C:15]([CH3:26])[N:16]=2)[CH2:19][CH2:20]1)[CH3:36] |f:1.2|. Reported procedure: {1-[7-(4-Bromo-2,6-dimethylphenyl)-2,5-dimethyl-7H-pyrrolo[2,3-d]pyrimidin-4-yl]piperidin-4-yl}methanol (1.15 g) synthesized in the similar manner as example 1 in tetrahydrofuran (25 mL) was stirred, then NaH (60% in paraffin, 0.10 g) was added and the mixture was healed at reflux for 3 hours. After cooling to 0° C., ethyl chloroformate (0.28 g) in a small amount of tetrahydrofuran was added and the reaction mixture was allowed to reach room temperature and evaporated. The residue was purified o... Starting materials: C(C)C1=CC=C(C=C1)CC=1C(NNC1C)=O (4-[(4-ethylphenyl)methyl]-1,2-dihydro-5-methyl-3H-pyrazol-3-one), C(C)C1=CC=C(C=C1)CC=1C(=NNC1C)O[C@H]1[C@H](OC(C)=O)[C@@H](OC(C)=O)[C@H](OC(C)=O)[C@H](O1)COC(C)=O (4-[(4-ethylphenyl)methyl]-5-methyl-3-(2,3,4,6-tetra-O-acetyl-β-D-glucopyranosyloxy)-1H-pyrazole). The product is C(C)C1=CC=C(C=C1)CC=1C(=NNC1C)O[C@H]1[C@H](OC(C)=O)[C@@H](OC(C)=O)[C@H](OC(C)=O)[C@H](O1)COC(C)=O (4-[(4-Ethylphenyl)methyl]-5-methyl-3-(2,3,4,6-tetra-O-acetyl-β-D-glucopyranosyloxy)-1H-pyrazole), C(C)C1=CC=C(C=C1)CC=1C(=NNC1C)OC1[C@H](O)[C@@H](O)[C@H](O)[C@H](O1)CO (4-[(4-Ethylphenyl)methyl]-3-(O-D-glucopyranosyloxy)-5-methyl-1H-pyrazole). As a reaction SMILES: [CH2:1]([C:3]1[CH:8]=[CH:7][C:6]([CH2:9][C:10]2[C:11](=[O:16])[NH:12][NH:13][C:14]=2[CH3:15])=[CH:5][CH:4]=1)[CH3:2].[CH2:17]([C:19]1[CH:24]=[CH:23][C:22]([CH2:25][C:26]2[C:27]([O:32][C@@H:33]3[O:50][C@H:49]([CH2:51][O:52][C:53](=[O:55])[CH3:54])[C@@H:44]([O:45][C:46](=[O:48])[CH3:47])[C@H:39]([O:40][C:41](=[O:43])[CH3:42])[C@H:34]3[O:35][C:36](=[O:38])[CH3:37])=[N:28][NH:29][C:30]=2[CH3:31])=[CH:21][CH:20]=1)[CH3:18]>>[CH2:17]([C:19]1[CH:24]=[CH:23][C:22]([CH2:25][C:26]2[C:27]([O:32][C@@H:33]3[O:50][C@H:49]([CH2:51][O:52][C:53](=[O:55])[CH3:54])[C@@H:44]([O:45][C:46](=[O:48])[CH3:47])[C@H:39]([O:40][C:41](=[O:43])[CH3:42])[C@H:34]3[O:35][C:36](=[O:38])[CH3:37])=[N:28][NH:29][C:30]=2[CH3:31])=[CH:21][CH:20]=1)[CH3:18].[CH2:1]([C:3]1[CH:4]=[CH:5][C:6]([CH2:9][C:10]2[C:11]([O:16][CH:33]3[O:50][C@H:49]([CH2:51][OH:52])[C@@H:44]([OH:45])[C@H:39]([OH:40])[C@H:34]3[OH:35])=[N:12][NH:13][C:14]=2[CH3:15])=[CH:7][CH:8]=1)[CH3:2]. Procedure: 4-[(4-Ethylphenyl)methyl]-5-methyl-3-(2,3,4,6-tetra-O-acetyl-β-D-glucopyranosyloxy)-1H-pyrazole was prepared in a similar manner to that described in Reference Example 17 using 4-[(4-ethylphenyl)methyl]-1,2-dihydro-5-methyl-3H-pyrazol-3-one instead of 1,2-dihydro-4-[(4-isopropoxyphenyl)methyl]-5-methyl-3H-pyrazol-3-one. Then, the title compound was prepared in a similar manner to that described in Reference Example 37 using 4-[(4-ethylphenyl)methyl]-5-methyl-3-(2,3,4,6-tetra-O-acetyl-β-D-glucopy... Reactants: COC(COCc1ccccc1)CSC(C)=O, C[O-], CS(=O)(=O)O, CO, CCOC(C)=O, [Na+], O. Product: COC(COCc1ccccc1)CSO. RXN SMILES: [C:1](=[O:2])([CH3:3])[S:4][CH2:5][CH:6]([CH2:7][O:8][CH2:9][c:10]1[cH:11][cH:12][cH:13][cH:14][cH:15]1)[O:16][CH3:17].[CH3:18][O-:19].[CH3:21][S:22]([OH:23])(=[O:24])=[O:25].[CH3:27][OH:28].[CH3:29][CH2:30][O:31][C:32](=[O:33])[CH3:34].[Na+:20].[OH2:26]>>[S:4]([CH2:5][CH:6]([CH2:7][O:8][CH2:9][c:10]1[cH:11][cH:12][cH:13][cH:14][cH:15]1)[O:16][CH3:17])[OH:23]. Reactants: [OH-].[Na+] (NaOH), C(C)OC1=C(CC#N)C=CC=C1 (2-ethoxy benzylcyanide), ClCCCCC (1-chloropentane), O (water). Solvent: CS(=O)C (DMSO), CCOCC (ether), CS(=O)C (dimethyl sulfoxide). The product is C(C)OC1=C(C=CC=C1)C(C#N)CCCCC (2-(2-ethoxyphenyl)heptanenitrile). Yield: 47.7%. Reaction SMILES: [CH2:1]([O:3][C:4]1[CH:12]=[CH:11][CH:10]=[CH:9][C:5]=1[CH2:6][C:7]#[N:8])[CH3:2].Cl[CH2:14][CH2:15][CH2:16][CH2:17][CH3:18].[OH-].[Na+].O>CS(C)=O.CCOCC>[CH2:1]([O:3][C:4]1[CH:12]=[CH:11][CH:10]=[CH:9][C:5]=1[CH:6]([CH2:14][CH2:15][CH2:16][CH2:17][CH3:18])[C:7]#[N:8])[CH3:2] |f:2.3|. Procedure: A three neck 300 ml flask fitted with a reflux condenser, thermometer and dropping funnel was charged with 18.52 grams (0.15 moles) of commercially available 2-ethoxy benzylcyanide in 50 ml of dimethyl sulfoxide (DMSO). To the reaction was added 17.6 grams (0.165 moles, 1.1 ec.) of 1-chloropentane. While stirring at room temperature, 13.2 grams (0.165 moles) of 50% NaOH in 20 ml of DMSO was added over 20 minutes. A slight exotherm occurred and the reaction mixture was stirred at room temperature... Starting materials: BrC=1C=C2C(=C(N(C2=CC1)CC1=CC=C(C=C1)Br)C)C(C(=O)OCC)C (Ethyl 2-(5-bromo-1-(4-bromobenzyl)-2-methyl-1H-indol-3-yl)propionate), C1CCOC1 (THF), [OH-].[Na+] (NaOH), Cl (HCl). Solvent: O (H2O), CO (MeOH). Conditions: time 8 hour. Product: BrC=1C=C2C(=C(N(C2=CC1)CC1=CC=C(C=C1)Br)C)C(C(=O)O)C (2-(5-Bromo-1-(4-bromobenzyl)-2-methyl-1H-indol-3-yl)propionic acid). As a reaction SMILES: [Br:1][C:2]1[CH:3]=[C:4]2[C:8](=[CH:9][CH:10]=1)[N:7]([CH2:11][C:12]1[CH:17]=[CH:16][C:15]([Br:18])=[CH:14][CH:13]=1)[C:6]([CH3:19])=[C:5]2[CH:20]([CH3:26])[C:21]([O:23]CC)=[O:22].C1COCC1.[OH-].[Na+].Cl>O.CO>[Br:1][C:2]1[CH:3]=[C:4]2[C:8](=[CH:9][CH:10]=1)[N:7]([CH2:11][C:12]1[CH:13]=[CH:14][C:15]([Br:18])=[CH:16][CH:17]=1)[C:6]([CH3:19])=[C:5]2[CH:20]([CH3:26])[C:21]([OH:23])=[O:22] |f:2.3|. Procedure details: A mixture of the product of Step 3 (11.59 g, 24.2 mmol), THF (125 mL), MeOH (60 mL), H2O (30 mL) and 10 N NaOH (10 mL) was stirred at r.t. overnight. The mixture was then acidified with 2N HCl and the product was extracted in EtOAc, the extracts were dried over Na2SO4, and the product was purified by flash chromatography on silica with EtOAc:toluene:AcOH 5:95: 1. It was then swished in ether:hexane 1:2 to yield 10.29 g, 94%, of the title product. 1H NMR (CD3COCD3) 1.50 (3H, d), 2.38 (3H, s), 4.0... Yields the product COC1=CC=C(C=C1)C1=NN(C(=N1)C1=CC=CC=C1)CC(=O)O ((3-(4-methoxy-phenyl)-5-phenyl-(1,2,4)triazol-1-yl)-acetic acid). Starting materials: [Li+].[OH-] (LiOH), COC(CN1N=C(N=C1C1=CC=CC=C1)C1=CC=C(C=C1)OC)=O ((3-(4-methoxy-phenyl)-5-phenyl-(1,2,4)triazol-1-yl)-acetic acid methyl ester), Cl (HCl). The solvent is O (water), O1CCOCC1 (dioxane). Conditions: time 4 hour. As a reaction SMILES: C[O:2][C:3](=[O:24])[CH2:4][N:5]1[C:9]([C:10]2[CH:15]=[CH:14][CH:13]=[CH:12][CH:11]=2)=[N:8][C:7]([C:16]2[CH:21]=[CH:20][C:19]([O:22][CH3:23])=[CH:18][CH:17]=2)=[N:6]1.[Li+].[OH-].Cl>O1CCOCC1.O>[CH3:23][O:22][C:19]1[CH:18]=[CH:17][C:16]([C:7]2[N:8]=[C:9]([C:10]3[CH:15]=[CH:14][CH:13]=[CH:12][CH:11]=3)[N:5]([CH2:4][C:3]([OH:24])=[O:2])[N:6]=2)=[CH:21][CH:20]=1 |f:1.2|. The yield is 30.5%. Reported procedure: 30.8 g of (3-(4-methoxy-phenyl)-5-phenyl-(1,2,4)triazol-1-yl)-acetic acid methyl ester was dissolved in 140 mL dioxane and a solution of 0.8 g LiOH in 140 mL of water was added. The mixture was stirred for 4 h at RT. The mixture was acidified with HCl-solution and the precipitate was filtered to give 9.0 g of the desired product as mixture of isomers. These isomers were separated by HPLC chiral (method 1; solvent MeOH: DCM=1:1, concentration: 90 mg/mL). Rt: 1.26 min (method A) and 1.24 min., (M+...